This data is from the Open Reaction Database (ORD), a public repository of structured organic reaction records. The task is: describe an organic reaction: reactants, conditions, products, and yield Reactants: BrC1=CC(=C(C=C1)C(=O)C1=C(C=CC(=C1)OCC1=CC=C(C=C1)OC)C)[N+](=O)[O-] ((4-Bromo-2-nitro-phenyl)-[5-(4-methoxy-benzyloxy)-2-methyl-phenyl]-methanone), FC1=CC(=C(N)C=C1)C (4-Fluoro-2-methylaniline), C(=O)([O-])[O-].[Cs+].[Cs+] (Cs2CO3), C=1C=CC(=CC1)P(C=2C=CC=CC2)C3=CC=C4C=CC=CC4=C3C5=C6C=CC=CC6=CC=C5P(C=7C=CC=CC7)C=8C=CC=CC8 (BINAP). The reagents and catalysts are C=1C=CC(=CC1)/C=C/C(=O)/C=C/C2=CC=CC=C2.C=1C=CC(=CC1)/C=C/C(=O)/C=C/C2=CC=CC=C2.C=1C=CC(=CC1)/C=C/C(=O)/C=C/C2=CC=CC=C2.[Pd].[Pd] (Pd2(dba)3). Solvent: O (H2O), O1CCOCC1 (1,4-dioxan). Run at temperature 100 celsius, time 18 hour. Product: FC1=CC(=C(C=C1)NC1=CC(=C(C=C1)C(=O)C1=C(C=CC(=C1)OCC1=CC=C(C=C1)OC)C)[N+](=O)[O-])C ((4-(4-Fluoro-2-methyl-phenylamino)-2-nitro-phenyl)-[5-(4-methoxy-benzyloxy)-2-methyl-phenyl]-methanone). As a reaction SMILES: Br[C:2]1[CH:7]=[CH:6][C:5]([C:8]([C:10]2[CH:15]=[C:14]([O:16][CH2:17][C:18]3[CH:23]=[CH:22][C:21]([O:24][CH3:25])=[CH:20][CH:19]=3)[CH:13]=[CH:12][C:11]=2[CH3:26])=[O:9])=[C:4]([N+:27]([O-:29])=[O:28])[CH:3]=1.[F:30][C:31]1[CH:37]=[CH:36][C:34]([NH2:35])=[C:33]([CH3:38])[CH:32]=1.C([O-])([O-])=O.[Cs+].[Cs+].C1C=CC(P(C2C(C3C(P(C4C=CC=CC=4)C4C=CC=CC=4)=CC=C4C=3C=CC=C4)=C3C(C=CC=C3)=CC=2)C2C=CC=CC=2)=CC=1>O1CCOCC1.C1C=CC(/C=C/C(/C=C/C2C=CC=CC=2)=O)=CC=1.C1C=CC(/C=C/C(/C=C/C2C=CC=CC=2)=O)=CC=1.C1C=CC(/C=C/C(/C=C/C2C=CC=CC=2)=O)=CC=1.[Pd].[Pd].O>[F:30][C:31]1[CH:37]=[CH:36][C:34]([NH:35][C:2]2[CH:7]=[CH:6][C:5]([C:8]([C:10]3[CH:15]=[C:14]([O:16][CH2:17][C:18]4[CH:23]=[CH:22][C:21]([O:24][CH3:25])=[CH:20][CH:19]=4)[CH:13]=[CH:12][C:11]=3[CH3:26])=[O:9])=[C:4]([N+:27]([O-:29])=[O:28])[CH:3]=2)=[C:33]([CH3:38])[CH:32]=1 |f:2.3.4,7.8.9.10.11|. Reported procedure: Compound 504 (0.6 g, 1.35 mmol) was dissolved in 1,4-dioxan (15 mL). 4-Fluoro-2-methylaniline (0.22 mL, 2.0 mmol), Cs2CO3 (0.61 g, 1.88 mmol), BINAP (0.06 g, 0.1 mmol) and Pd2(dba)3 (0.031 g, 0.03 mmol) were added and the reaction mixture was stirred under an argon atmosphere at 100° C. for 18 h. H2O was added and the water phase was extracted with EtOAc (×2). The combined organic phases were washed with brine, dried (MgSO4), filtered and concentrated in vacuo. The crude product was purified by ...